The task is: describe an organic reaction: reactants, conditions, products, and yield. This data is from the Open Reaction Database (ORD), a public repository of structured organic reaction records. Reaction SMILES: [C:12]([CH3:13])([CH3:14])([CH3:15])[Si:16]([O:17][CH2:18][CH2:19][CH2:20][CH2:21][OH:22])([c:23]1[cH:24][cH:25][cH:26][cH:27][cH:28]1)[c:29]1[cH:30][cH:31][cH:32][cH:33][cH:34]1.[Cl:35][CH2:36][Cl:37].[O:1]=[Cr:2]([Cl:3])([O-:4])=[O:5].[nH+:6]1[cH:7][cH:8][cH:9][cH:10][cH:11]1>>[C:12]([CH3:13])([CH3:14])([CH3:15])[Si:16]([O:17][CH2:18][CH2:19][CH2:20][CH:21]=[O:22])([c:23]1[cH:24][cH:25][cH:26][cH:27][cH:28]1)[c:29]1[cH:30][cH:31][cH:32][cH:33][cH:34]1. Product: CC(C)(C)[Si](OCCCC=O)(c1ccccc1)c1ccccc1. Starting materials: CC(C)(C)[Si](OCCCCO)(c1ccccc1)c1ccccc1, ClCCl, O=[Cr](=O)([O-])Cl, c1cc[nH+]cc1. Reaction SMILES: [Br:1][c:2]1[c:3]2[cH:4][cH:5][cH:6][n:7][c:8]2[c:9]([OH:23])[c:10]([C:12](=[O:13])[NH:14][CH2:15][c:16]2[cH:17][cH:18][c:19]([F:22])[cH:20][cH:21]2)[n:11]1.[CH3:24][N:25]1[S:26](=[O:31])(=[O:32])[NH:27][CH2:28][CH2:29][CH2:30]1.[cH:33]1[cH:34][cH:35][n:36][cH:37][cH:38]1>>[c:2]1([N:27]2[S:26](=[O:31])(=[O:32])[N:25]([CH3:24])[CH2:30][CH2:29][CH2:28]2)[c:3]2[cH:4][cH:5][cH:6][n:7][c:8]2[c:9]([OH:23])[c:10]([C:12](=[O:13])[NH:14][CH2:15][c:16]2[cH:17][cH:18][c:19]([F:22])[cH:20][cH:21]2)[n:11]1. Yields the product CN1CCCN(c2nc(C(=O)NCc3ccc(F)cc3)c(O)c3ncccc23)S1(=O)=O. The reactants are O=C(NCc1ccc(F)cc1)c1nc(Br)c2cccnc2c1O, CN1CCCNS1(=O)=O, c1ccncc1. The reactants are Cl (HCl), C1=CC=C(C=C1)COC(=O)NCC#N (N-CBZ-aminoacetonitrile), O (water), B.CSC (borane methylsulfide). The solvent is O1CCCC1 (tetrahydrofuran). Run at time 5 minute. Product: Cl.C(=O)(OCC1=CC=CC=C1)NCCN (N-CBZ-ethylenediamine hydrochloride). Yield: 51.0%. As a reaction SMILES: [CH:1]1[CH:6]=[CH:5][C:4]([CH2:7][O:8][C:9]([NH:11][CH2:12][C:13]#[N:14])=[O:10])=[CH:3][CH:2]=1.B.CSC.O.[ClH:20]>O1CCCC1>[ClH:20].[C:9]([NH:11][CH2:12][CH2:13][NH2:14])([O:8][CH2:7][C:4]1[CH:5]=[CH:6][CH:1]=[CH:2][CH:3]=1)=[O:10] |f:1.2,6.7|. Procedure details: Under an atmosphere of dry argon, 24.3 g (0.128 mol) of N-CBZ-aminoacetonitrile (1e) was dissolved in anhydrous tetrahydrofuran (32 ml). The solution was stirred and 64 ml of borane-methylsulfide complex (2M in tetrahydrofuran) was added via syringe. The mixture was heated to reflux and stirred overnight. The mixture was cooled with an ice bath as 5 ml of water was added slowly, with vigorous stirring. The stirring was continued for ca. 5 minutes, then 75 ml of 6M HCl was slowly added. The mixtu... Reactants: C1(=CC=CC=C1)CCNC(\C(=N/OC)\C=1N=C(SC1)N=CN(C)C)=O ((Z)-N-(2-Phenylethyl)-2-(2-dimethylaminomethylidenaminothiazol-4-yl)-2-methoxyiminoacetamide), C(=O)O (formic acid), O (water), saturated aqueous solution, C(O)([O-])=O.[Na+] (sodium hydrogencarbonate). Run in CO (methanol), C(C)(=O)OCC (ethyl acetate). Conditions: temperature 60 celsius, time 30 minute. Yields the product C1(=CC=CC=C1)CCNC(\C(=N/OC)\C=1N=C(SC1)N)=O ((Z)-N-(2-phenylethyl)-2-(2-aminothiazol-4-yl)-2-methoxyiminoacetamide). The yield is 57.5%. RXN SMILES: [C:1]1([CH2:7][CH2:8][NH:9][C:10](=[O:25])/[C:11](/[C:15]2[N:16]=[C:17]([N:20]=CN(C)C)[S:18][CH:19]=2)=[N:12]\[O:13][CH3:14])[CH:6]=[CH:5][CH:4]=[CH:3][CH:2]=1.C(O)=O.O.C(=O)([O-])O.[Na+]>CO.C(OCC)(=O)C>[C:1]1([CH2:7][CH2:8][NH:9][C:10](=[O:25])/[C:11](/[C:15]2[N:16]=[C:17]([NH2:20])[S:18][CH:19]=2)=[N:12]\[O:13][CH3:14])[CH:2]=[CH:3][CH:4]=[CH:5][CH:6]=1 |f:3.4|. Procedure details: (Z)-N-(2-Phenylethyl)-2-(2-dimethylaminomethylidenaminothiazol-4-yl)-2-methoxyiminoacetamide (130 mg, 0.36 mmol) was dissolved in 4 ml of methanol, followed by the addition of 0.5 ml of formic acid and 1 ml of water. The mixture so obtained was stirred at 60° C. for 3 hours and 30 minutes. The reaction mixture was then added with 20 ml of a saturated aqueous solution of sodium hydrogencarbonate and 20 ml of ethyl acetate. The resulting mixture was then allowed to separate into an organic phase a... Reactants: CC1(C)C=Cc2cc(Br)ccc2O1, COc1cc(CC=O)cc(OC)c1OCc1ccccc1, C1CCOC1, [Li]CCCC. Product: COc1cc(CC(=O)c2ccc3c(c2)C=CC(C)(C)O3)cc(OC)c1OCc1ccccc1. As a reaction SMILES: [Br:1][c:2]1[cH:3][c:4]2[c:9]([cH:10][cH:11]1)[O:8][C:7]([CH3:12])([CH3:13])[CH:6]=[CH:5]2.[CH2:19]([c:20]1[cH:21][cH:22][cH:23][cH:24][cH:25]1)[O:26][c:27]1[c:28]([O:38][CH3:39])[cH:29][c:30]([CH2:35][CH:36]=[O:37])[cH:31][c:32]1[O:33][CH3:34].[CH2:40]1[O:41][CH2:42][CH2:43][CH2:44]1.[CH3:14][CH2:15][CH2:16][CH2:17][Li:18]>>[c:2]1([C:36]([CH2:35][c:30]2[cH:29][c:28]([O:38][CH3:39])[c:27]([O:26][CH2:19][c:20]3[cH:21][cH:22][cH:23][cH:24][cH:25]3)[c:32]([O:33][CH3:34])[cH:31]2)=[O:37])[cH:3][c:4]2[c:9]([cH:10][cH:11]1)[O:8][C:7]([CH3:12])([CH3:13])[CH:6]=[CH:5]2. Solvent: C(Cl)Cl (DCM), CN(C)C=O (DMF). RXN SMILES: CCN(C(C)C)C(C)C.[NH2:10][C:11]1[CH:16]=[C:15]([CH2:17][O:18][C:19]2[C:28]3[C:23](=[CH:24][CH:25]=[CH:26][CH:27]=3)[C:22]([NH:29][C:30]([NH:32][C:33]3[N:37]([C:38]4[CH:43]=[CH:42][C:41]([CH3:44])=[CH:40][CH:39]=4)[N:36]=[C:35]([C:45]([CH3:48])([CH3:47])[CH3:46])[CH:34]=3)=[O:31])=[CH:21][CH:20]=2)[CH:14]=[CH:13][N:12]=1.[Cl:49][CH2:50][C:51](Cl)=[O:52]>C(Cl)Cl.CN(C=O)C>[C:45]([C:35]1[CH:34]=[C:33]([NH:32][C:30](=[O:31])[NH:29][C:22]2[C:23]3[C:28](=[CH:27][CH:26]=[CH:25][CH:24]=3)[C:19]([O:18][CH2:17][C:15]3[CH:14]=[CH:13][N:12]=[C:11]([NH:10][C:51](=[O:52])[CH2:50][Cl:49])[CH:16]=3)=[CH:20][CH:21]=2)[N:37]([C:38]2[CH:39]=[CH:40][C:41]([CH3:44])=[CH:42][CH:43]=2)[N:36]=1)([CH3:48])([CH3:47])[CH3:46]. Reaction conditions: time 1 hour. Isolated yield 46.7%. Starting materials: CCN(C(C)C)C(C)C (DIPEA), NC1=NC=CC(=C1)COC1=CC=C(C2=CC=CC=C12)NC(=O)NC1=CC(=NN1C1=CC=C(C=C1)C)C(C)(C)C (1-(4-((2-aminopyridin-4-yl)methoxy) naphthalen-1-yl)-3-(3-tert-butyl-1-p-tolyl-1H-pyrazol-5-yl)urea), NC1=NC=CC(=C1)COC1=CC=C(C2=CC=CC=C12)NC(=O)NC1=CC(=NN1C1=CC=C(C=C1)C)C(C)(C)C (1-(4-((2-aminopyridin-4-yl)methoxy) naphthalen-1-yl)-3-(3-tert-butyl-1-p-tolyl-1H-pyrazol-5-yl)urea), ClCC(=O)Cl (chloroacetyl chloride), ClCC(=O)Cl (chloracetyl chloride). The product is C(C)(C)(C)C1=NN(C(=C1)NC(NC1=CC=C(C2=CC=CC=C12)OCC1=CC(=NC=C1)NC(CCl)=O)=O)C1=CC=C(C=C1)C (N-(4-((4-(3-(3-tert-butyl-1-p-tolyl-1H-pyrazol-5-yl)ureido)naphthalen-1-yloxy)methyl)pyridin-2-yl)-2-chloroacetamide). Procedure details: To a solution of DIPEA (1.37 ml, 7.68 mmol) and 1-(4-((2-aminopyridin-4-yl)methoxy)naphthalen-1-yl)-3-(3-tert-butyl-1-p-tolyl-1H-pyrazol-5-yl)urea (Intermediate A) (2.00 g, 3.84 mmol) in DCM (40 mL) and DMF (8.0 mL) was added chloroacetyl chloride (0.61 mL, 7.68 mmol). The reaction mixture was stirred at RT for 1 hr. LC-MS indicated nearly complete consumption of the starting material. A further portion of chloracetyl chloride (100 μl, 1.25 mmol) was added. After stirring for 1 hr at RT, the rea... The reactants are CCOC(C)=O, CO, CC(C)CN1CCc2cc3c(cc2C1)CCCC3N=[N+]=[N-], N. Yields the product CC(C)CN1CCc2cc3c(cc2C1)CCCC3N. RXN SMILES: [CH3:23][CH2:24][O:25][C:26]([CH3:27])=[O:28].[CH3:29][OH:30].[N:1](=[N+:2]=[N-:3])[CH:4]1[CH2:5][CH2:6][CH2:7][c:8]2[c:9]1[cH:10][c:11]1[c:16]([cH:17]2)[CH2:15][N:14]([CH2:18][CH:19]([CH3:20])[CH3:21])[CH2:13][CH2:12]1.[NH3:22]>>[NH2:1][CH:4]1[CH2:5][CH2:6][CH2:7][c:8]2[c:9]1[cH:10][c:11]1[c:16]([cH:17]2)[CH2:15][N:14]([CH2:18][CH:19]([CH3:20])[CH3:21])[CH2:13][CH2:12]1. The reactants are IC (iodomethane), COC(C1=CC(C(=O)OC)=CC(=C1)S(=O)(=O)Cl)=O (5-chlorosulfonyl-isophthalic acid dimethyl ester), S(=O)([O-])[O-].[Na+].[Na+] (sodium sulfite), C([O-])(O)=O.[Na+] (sodium bicarbonate). The solvent is CN(C)C=O (DMF), C(C)O (ethanol), O (water), C(C)(=O)OCC (ethyl acetate). Reaction conditions: temperature 50 celsius. Yields the product COC(C1=CC(C(=O)OC)=CC(=C1)S(=O)(=O)C)=O (5-Methanesulfonyl-isophthalic acid dimethyl ester). RXN SMILES: S([O-])([O-])=O.[Na+].[Na+].[C:7](=O)(O)[O-].[Na+].[CH3:12][O:13][C:14](=[O:29])[C:15]1[CH:24]=[C:23]([S:25](Cl)(=[O:27])=[O:26])[CH:22]=[C:17]([C:18]([O:20][CH3:21])=[O:19])[CH:16]=1.IC>O.C(OCC)(=O)C.CN(C=O)C.C(O)C>[CH3:12][O:13][C:14](=[O:29])[C:15]1[CH:24]=[C:23]([S:25]([CH3:7])(=[O:27])=[O:26])[CH:22]=[C:17]([C:18]([O:20][CH3:21])=[O:19])[CH:16]=1 |f:0.1.2,3.4|. Reported procedure: Dissolve sodium sulfite (1.7 g, 13.51 mmol) and sodium bicarbonate (1.2 g, 14.19 mmol) in water (10 mL). Add 5-chlorosulfonyl-isophthalic acid dimethyl ester (2.0 g, 6.76 mmol) and ethanol (2 mL). Heat to 50° C. for 2 h, concentrate and dry the solid. Add DMF (40 mL) and iodomethane (4.56 g, 32 mmol) and stir at room temperature for 3 h. Dilute with ethyl acetate, wash with 10% aqueous potassium carbonate, 1 N lithium chloride and saturated aqueous sodium chloride. Dry (magnesium sulfate) and co... Starting materials: Cl.OC(CNCC1=CC=C(C=C1)S(=O)(=O)N)CCC (4-[(2-hydroxypentylamino)methyl]benzenesulfonamide hydrochloride), C(C1=CC=CC=C1)(=O)C1=C(C(=O)O)C=CC(=C1)Br (2-benzoyl-4-bromobenzoic acid). Product: BrC=1C=C2C(=C(N(C(C2=CC1)=O)CC1=CC=C(C=C1)S(=O)(=O)N)C(CCC)=O)C1=CC=CC=C1 (4-(6-bromo-3-butyryl-1-oxo-4-phenyl-1H-isoquinolin-2-ylmethyl)benzenesulfonamide). Reaction SMILES: Cl.[OH:2][CH:3]([CH2:17][CH2:18][CH3:19])[CH2:4][NH:5][CH2:6][C:7]1[CH:12]=[CH:11][C:10]([S:13]([NH2:16])(=[O:15])=[O:14])=[CH:9][CH:8]=1.[C:20]([C:28]1[CH:36]=[C:35]([Br:37])[CH:34]=[CH:33][C:29]=1[C:30](O)=[O:31])(=O)[C:21]1[CH:26]=[CH:25][CH:24]=[CH:23][CH:22]=1>>[Br:37][C:35]1[CH:36]=[C:28]2[C:29](=[CH:33][CH:34]=1)[C:30](=[O:31])[N:5]([CH2:6][C:7]1[CH:8]=[CH:9][C:10]([S:13]([NH2:16])(=[O:14])=[O:15])=[CH:11][CH:12]=1)[C:4]([C:3](=[O:2])[CH2:17][CH2:18][CH3:19])=[C:20]2[C:21]1[CH:26]=[CH:25][CH:24]=[CH:23][CH:22]=1 |f:0.1|. Reported procedure: In the same manner as in Example 452, Step 2, the title compound was synthesized from 4-[(2-hydroxypentylamino)methyl]benzenesulfonamide hydrochloride and 2-benzoyl-4-bromobenzoic acid.